This data is from the Open Reaction Database (ORD), a public repository of structured organic reaction records. The task is: describe an organic reaction: reactants, conditions, products, and yield Starting materials: COC1=C(C=CC=C1)[C@H](C)N ((S)-1-(2-methoxyphenyl)ethanamine), C(C)(C)(C)OC(=O)C1=C(C=CC=C1)C1=CC=C(C=C1)CN1C(=C(C2=CC(=CC=C12)C(=O)O)C)C (1-((2′-(tert-butoxycarbonyl)-[1,1′-biphenyl]-4-yl)methyl)-2,3-dimethyl-1H-indole-5-carboxylic acid). Product: COC1=C(C=CC=C1)[C@H](C)NC(=O)C=1C=C2C(=C(N(C2=CC1)CC1=CC=C(C=C1)C=1C(=CC=CC1)C(=O)O)C)C ((S)-4′-((5-((1-(2-methoxyphenyl)ethyl)carbamoyl)-2,3-dimethyl-1H-indol-1-yl)methyl)-[1,1′-biphenyl]-2-carboxylic acid). Reaction SMILES: [CH3:1][O:2][C:3]1[CH:8]=[CH:7][CH:6]=[CH:5][C:4]=1[C@@H:9]([NH2:11])[CH3:10].C([O:16][C:17]([C:19]1[CH:24]=[CH:23][CH:22]=[CH:21][C:20]=1[C:25]1[CH:30]=[CH:29][C:28]([CH2:31][N:32]2[C:40]3[C:35](=[CH:36][C:37]([C:41](O)=[O:42])=[CH:38][CH:39]=3)[C:34]([CH3:44])=[C:33]2[CH3:45])=[CH:27][CH:26]=1)=[O:18])(C)(C)C>>[CH3:1][O:2][C:3]1[CH:8]=[CH:7][CH:6]=[CH:5][C:4]=1[C@@H:9]([NH:11][C:41]([C:37]1[CH:36]=[C:35]2[C:40](=[CH:39][CH:38]=1)[N:32]([CH2:31][C:28]1[CH:27]=[CH:26][C:25]([C:20]3[C:19]([C:17]([OH:18])=[O:16])=[CH:24][CH:23]=[CH:22][CH:21]=3)=[CH:30][CH:29]=1)[C:33]([CH3:45])=[C:34]2[CH3:44])=[O:42])[CH3:10]. Reported procedure: The title compound was prepared following the same general protocol as described in Step 8-9, Example 1, using the (S)-1-(2-methoxyphenyl)ethanamine and the 1-((2′-(tert-butoxycarbonyl)-[1,1′-biphenyl]-4-yl)methyl)-2,3-dimethyl-1H-indole-5-carboxylic acid. ESI-MS (m/z): 533 [M+H]+.